Dataset: the Open Reaction Database (ORD), a public repository of structured organic reaction records. Task: describe an organic reaction: reactants, conditions, products, and yield Reactants: [BH4-].[Na+] (sodium borohydride), C(C1=CC=CC=C1)N1CCC(CC1)=O (1-benzyl-4-piperidone), ClC=1C=C(N)C=CC1Cl (3,4-dichloroaniline), CC=1C=CC(=CC1)S(=O)(=O)O (PTSA). The solvent is C1(=CC=CC=C1)C (toluene). Reaction conditions: time 2 day. The product is C(C1=CC=CC=C1)N1CCC(CC1)NC1=CC(=C(C=C1)Cl)Cl (1-Benzyl-4-[(3,4-dichlorophenyl)amino]piperidine). Reaction SMILES: [CH2:1]([N:8]1[CH2:13][CH2:12][C:11](=O)[CH2:10][CH2:9]1)[C:2]1[CH:7]=[CH:6][CH:5]=[CH:4][CH:3]=1.[Cl:15][C:16]1[CH:17]=[C:18]([CH:20]=[CH:21][C:22]=1[Cl:23])[NH2:19].CC1C=CC(S(O)(=O)=O)=CC=1.[BH4-].[Na+]>C1(C)C=CC=CC=1>[CH2:1]([N:8]1[CH2:13][CH2:12][CH:11]([NH:19][C:18]2[CH:20]=[CH:21][C:22]([Cl:23])=[C:16]([Cl:15])[CH:17]=2)[CH2:10][CH2:9]1)[C:2]1[CH:7]=[CH:6][CH:5]=[CH:4][CH:3]=1 |f:3.4|. Procedure details: 190 mmol of 1-benzyl-4-piperidone, 240 mmol of 3,4-dichloroaniline, 0.02 g of PTSA and 200 ml of toluene are placed in a round-bottomed flask equipped with a reflux condenser and a Dean and Stark apparatus. The whole mixture is brought to reflux for 24 hours. After evaporation of the solvent, the residue is taken up in 500 ml of methanol and 450 mmol of sodium borohydride are progressively added. The whole mixture is kept stirring for two days. The expected product is obtained after concentratio... The reactants are C=CCOC(=O)c1c(C)cc(OCCC)cc1OCc1ccc(OCCc2nc(-c3ccccc3)oc2C)cc1, ClCCl, [SiH3]c1ccccc1. The product is CCCOc1cc(C)c(C(=O)O)c(OCc2ccc(OCCc3nc(-c4ccccc4)oc3C)cc2)c1. As a reaction SMILES: [CH2:1]([CH:2]=[CH2:3])[O:4][C:5]([c:6]1[c:7]([CH3:39])[cH:8][c:9]([O:35][CH2:36][CH2:37][CH3:38])[cH:10][c:11]1[O:12][CH2:13][c:14]1[cH:15][cH:16][c:17]([O:20][CH2:21][CH2:22][c:23]2[n:24][c:25](-[c:29]3[cH:30][cH:31][cH:32][cH:33][cH:34]3)[o:26][c:27]2[CH3:28])[cH:18][cH:19]1)=[O:40].[Cl:48][CH2:49][Cl:50].[c:41]1([SiH3:42])[cH:43][cH:44][cH:45][cH:46][cH:47]1>>[O:4]=[C:5]([c:6]1[c:7]([CH3:39])[cH:8][c:9]([O:35][CH2:36][CH2:37][CH3:38])[cH:10][c:11]1[O:12][CH2:13][c:14]1[cH:15][cH:16][c:17]([O:20][CH2:21][CH2:22][c:23]2[n:24][c:25](-[c:29]3[cH:30][cH:31][cH:32][cH:33][cH:34]3)[o:26][c:27]2[CH3:28])[cH:18][cH:19]1)[OH:40]. Starting materials: [Si](C)(C)(C(C)(C)C)OC1CCN(CC1)C=1SC=C(N1)C(N)=O (4-t-butyidimethylsilyloxy-1-(4-carbamoyl-1,3-thiazol-2-yl)piperidine), C(C)(=O)O (acetic acid), [F-].C(CCC)[N+](CCCC)(CCCC)CCCC (tetra-n-butylammonium fluoride). Solvent: O1CCCC1 (tetrahydrofuran), O1CCCC1 (tetrahydrofuran). Product: C(N)(=O)C=1N=C(SC1)N1CCC(CC1)O (1-(4-carbamoyl-1,3-thiazol-2-yl)-4-hydroxypiperidine). Isolated yield 100.5%. Reaction SMILES: [Si]([O:8][CH:9]1[CH2:14][CH2:13][N:12]([C:15]2[S:16][CH:17]=[C:18]([C:20](=[O:22])[NH2:21])[N:19]=2)[CH2:11][CH2:10]1)(C(C)(C)C)(C)C.C(O)(=O)C.[F-].C([N+](CCCC)(CCCC)CCCC)CCC>O1CCCC1>[C:20]([C:18]1[N:19]=[C:15]([N:12]2[CH2:11][CH2:10][CH:9]([OH:8])[CH2:14][CH2:13]2)[S:16][CH:17]=1)(=[O:22])[NH2:21] |f:2.3|. Procedure details: To a solution of 4-t-butyidimethylsilyloxy-1-(4-carbamoyl-1,3-thiazol-2-yl)piperidine (1.226 g, 3.59 mmol) (obtained as described in Reference Example 15(1)) in anhydrous tetrahydrofuran (30 ml) were added acetic acid (1.85 ml) and a solution of 1.0M tetra-n-butylammonium fluoride in tetrahydrofuran (32.3 ml, 32.3 mmol) in an ice bath, and the mixture was stirred for 24 hours. After checking the completion of the reaction, the reaction mixture was concentrated under reduced pressure. The residue... Reactants: C1COCCO1, CCOC(=O)c1ccc(N2CCCC(OCc3c(-c4c(Cl)cccc4Cl)noc3C3CC3)CC2)cc1, [Li+], [OH-]. RXN SMILES: [CH2:39]1[O:40][CH2:41][CH2:42][O:43][CH2:44]1.[CH2:3]([CH3:4])[O:5][C:6]([c:7]1[cH:8][cH:9][c:10]([N:13]2[CH2:14][CH2:15][CH:16]([O:20][CH2:21][c:22]3[c:23](-[c:30]4[c:31]([Cl:37])[cH:32][cH:33][cH:34][c:35]4[Cl:36])[n:24][o:25][c:26]3[CH:27]3[CH2:28][CH2:29]3)[CH2:17][CH2:18][CH2:19]2)[cH:11][cH:12]1)=[O:38].[Li+:1].[OH-:2]>>[O:5]=[C:6]([c:7]1[cH:8][cH:9][c:10]([N:13]2[CH2:14][CH2:15][CH:16]([O:20][CH2:21][c:22]3[c:23](-[c:30]4[c:31]([Cl:37])[cH:32][cH:33][cH:34][c:35]4[Cl:36])[n:24][o:25][c:26]3[CH:27]3[CH2:28][CH2:29]3)[CH2:17][CH2:18][CH2:19]2)[cH:11][cH:12]1)[OH:38]. The product is O=C(O)c1ccc(N2CCCC(OCc3c(-c4c(Cl)cccc4Cl)noc3C3CC3)CC2)cc1. Reactants: C(C1=CC=CC=C1)(C1=CC=CC=C1)N1CC(C1)OS(=O)(=O)C (methanesulfonic acid 1-benzhydrylazetidin-3-yl ester), C(C1=CC=CC=C1)N (benzylamine). Run in CCOCC (ether), CN1CCCN(C1=O)C (N,N′-dimethylpropyleneurea). Reaction conditions: temperature 70 celsius, time 18 hour. Yields the product C(C1=CC=CC=C1)(C1=CC=CC=C1)N1CC(C1)NCC1=CC=CC=C1 ((1-Benzhydryl-azetidin-3-yl)-benzyl-amine). Yield: 67.0%. RXN SMILES: [CH:1]([N:14]1[CH2:17][CH:16](OS(C)(=O)=O)[CH2:15]1)([C:8]1[CH:13]=[CH:12][CH:11]=[CH:10][CH:9]=1)[C:2]1[CH:7]=[CH:6][CH:5]=[CH:4][CH:3]=1.[CH2:23]([NH2:30])[C:24]1[CH:29]=[CH:28][CH:27]=[CH:26][CH:25]=1>CN1C(=O)N(C)CCC1.CCOCC>[CH:1]([N:14]1[CH2:17][CH:16]([NH:30][CH2:23][C:24]2[CH:29]=[CH:28][CH:27]=[CH:26][CH:25]=2)[CH2:15]1)([C:8]1[CH:13]=[CH:12][CH:11]=[CH:10][CH:9]=1)[C:2]1[CH:7]=[CH:6][CH:5]=[CH:4][CH:3]=1. Procedure: To a solution of methanesulfonic acid 1-benzhydrylazetidin-3-yl ester (0.32 g, 1 mmol) in N,N′-dimethylpropyleneurea (0.5 ml) was added benzylamine (0.5 ml, 5 mmol), and the mixture was stirred at 70° C. for 18 h. It was then cooled to room temperature and diluted with ether (30 ml). The resulting suspension was filtered and the ether solution was evaporated. The residue was partitioned between hexanes and water, and hexanes solution was washed with saturated sodium bicarbonate solution and drie... The reactants are CC1=NN2C(N=C(C(=C2)C2=CC=CC=C2)C2=CC=C(C=O)C=C2)=C1 (4-(2-methyl-6-phenylpyrazolo[1,5-a]pyrimidin-5-yl)benzaldehyde), [BH-](OC(=O)C)(OC(=O)C)OC(=O)C.[Na+] (NaBH(OAc)3), 2-(5-piperidin-4H[1,2,4]triazol-3-yl)-pyridine, N(N)C(=O)C1CCN(CC1)C(=O)OC(C)(C)C (tert-butyl 4-(hydrazinocarbonyl)piperidine-1-carboxylate), N1=C(C=CC=C1)C#N (pyridine-2-carbonitrile), [BH-](OC(=O)C)(OC(=O)C)OC(=O)C.[Na+] (NaBH(OAc)3). Solvent: CN(C)C=O (DMF), C(C)(=O)O (acetic acid), C(C)N(CC)CC (triethylamine), CO (methanol). The product is C1(=CC=CC=C1)C=1C(=NC=2N(C1)N=CC2)C2=CC=C(C=C2)CN2CCC(CC2)C2=NNC(=N2)C2=NC=CC=C2 (6-Phenyl-5-(4-{[4-(5-pyridin-2-yl-1H-1,2,4-triazol-3-yl)piperidin-1-yl]methyl}phenyl)pyrazolo[1,5-a]pyrimidine). RXN SMILES: [NH:1]([C:3]([CH:5]1[CH2:10][CH2:9][N:8]([C:11](OC(C)(C)C)=O)[CH2:7][CH2:6]1)=O)[NH2:2].[N:18]1[CH:23]=[CH:22][CH:21]=[CH:20][C:19]=1[C:24]#[N:25].C[C:27]1[CH:49]=[C:30]2[N:31]=[C:32]([C:41]3[CH:48]=[CH:47][C:44](C=O)=[CH:43][CH:42]=3)[C:33]([C:35]3[CH:40]=[CH:39][CH:38]=[CH:37][CH:36]=3)=[CH:34][N:29]2[N:28]=1.[BH-](OC(C)=O)(OC(C)=O)OC(C)=O.[Na+]>CO.CN(C=O)C.C(O)(=O)C.C(N(CC)CC)C>[C:35]1([C:33]2[C:32]([C:41]3[CH:42]=[CH:43][C:44]([CH2:11][N:8]4[CH2:7][CH2:6][CH:5]([C:3]5[N:25]=[C:24]([C:19]6[CH:20]=[CH:21][CH:22]=[CH:23][N:18]=6)[NH:2][N:1]=5)[CH2:10][CH2:9]4)=[CH:47][CH:48]=3)=[N:31][C:30]3[N:29]([N:28]=[CH:27][CH:49]=3)[CH:34]=2)[CH:40]=[CH:39][CH:38]=[CH:37][CH:36]=1 |f:3.4|. Reported procedure: 0.51 ml triethylamine is added to a solution of 581 mg 2-(5-piperidin-4H[1,2,4]triazol-3-yl)-pyridine*2HCl (prepared from tert-butyl 4-(hydrazinocarbonyl)piperidine-1-carboxylate and pyridine-2-carbonitrile according to a procedure described in U.S. Pat. No. 4,011,218 or WO2005100344) in 15 ml methanol. To this solution a solution of 500 mg 4-(2-methyl-6-phenylpyrazolo[1,5-a]pyrimidin-5-yl)benzaldehyde in 15 ml DMF is added, followed by 0.23 ml glacial acetic acid and 676 mg NaBH(OAc)3. The resu... Reactants: [OH-].[K+] (Potassium hydroxide), C(C)[O-].COC(=O)C=1N(C(N2C1CN=C(C1=C2C=CC(=C1)Cl)C1=C(C=CC=C1)Cl)=O)C (8-chloro-6-(2-chlorophenyl)-1,2-dihydro-2-methyl-1-oxo-4H-imidazo [1,5-a][1,4]benzodiazepin-3-carboxylic acid methyl ester ethanolate). The solvent is O (water), CO (methanol). Yields the product ClC=1C=CC2=C(C(=NCC=3N2C(N(C3C(=O)O)C)=O)C3=C(C=CC=C3)Cl)C1 (8-Chloro-6-(2-chlorophenyl)-1,2-dihydro-2-methyl-1-oxo-4H-imidazo [1,5-a][1,4]benzodiazepin-3-carboxylic acid). RXN SMILES: [OH-].[K+].C([O-])C.C[O:7][C:8]([C:10]1[N:11]([CH3:33])[C:12](=[O:32])[N:13]2[C:19]3[CH:20]=[CH:21][C:22]([Cl:24])=[CH:23][C:18]=3[C:17]([C:25]3[CH:30]=[CH:29][CH:28]=[CH:27][C:26]=3[Cl:31])=[N:16][CH2:15][C:14]=12)=[O:9]>O.CO>[Cl:24][C:22]1[CH:21]=[CH:20][C:19]2[N:13]3[C:12](=[O:32])[N:11]([CH3:33])[C:10]([C:8]([OH:9])=[O:7])=[C:14]3[CH2:15][N:16]=[C:17]([C:25]3[CH:30]=[CH:29][CH:28]=[CH:27][C:26]=3[Cl:31])[C:18]=2[CH:23]=1 |f:0.1,2.3|. Procedure: Potassium hydroxide, 1.3 g (0.02 mole), was dissolved in 1 ml of water and added to a suspension of 4 g (0.0097 mole) of 8-chloro-6-(2-chlorophenyl)-1,2-dihydro-2-methyl-1-oxo-4H-imidazo [1,5-a][1,4]benzodiazepin-3-carboxylic acid methyl ester ethanolate in 200 ml of methanol. The solution was refluxed under argon for 3 hrs, concentrated at reduced pressure, diluted with cold water and acidified with acetic acid to give an off-white solid. The solid was washed with water and air dried on the fun...